Task: describe an organic reaction: reactants, conditions, products, and yield. Dataset: the Open Reaction Database (ORD), a public repository of structured organic reaction records Starting materials: ClC1=C(SC=C1)C1CC(C=2C(=CC=NC2C1)C)=O (7-(3-chloro-2-thienyl)-4-methyl-5,6,7,8-tetrahydroquinolin-5-one), C(=N)(N)NN.Cl (aminoguanidine hydrochloride), Cl (hydrochloric acid), O (water). The solvent is C(C)O (ethanol). Product: Cl.ClC1=C(SC=C1)C1CC(C=2C(=CC=NC2C1)C)=NNC(=N)N (7-(3-chloro-2-thienyl)-5-guanidinoimino-4-methyl-5,6,7,8-tetrahydroquinoline hydrochloride). Yield: 115.0%. As a reaction SMILES: [Cl:1][C:2]1[CH:6]=[CH:5][S:4][C:3]=1[CH:7]1[CH2:16][C:15]2[N:14]=[CH:13][CH:12]=[C:11]([CH3:17])[C:10]=2[C:9](=O)[CH2:8]1.[C:19]([NH:22][NH2:23])([NH2:21])=[NH:20].Cl.Cl.O>C(O)C>[ClH:1].[Cl:1][C:2]1[CH:6]=[CH:5][S:4][C:3]=1[CH:7]1[CH2:16][C:15]2[N:14]=[CH:13][CH:12]=[C:11]([CH3:17])[C:10]=2[C:9](=[N:23][NH:22][C:19]([NH2:21])=[NH:20])[CH2:8]1 |f:1.2,6.7|. Procedure details: A mixture of 7-(3-chloro-2-thienyl)-4-methyl-5,6,7,8-tetrahydroquinolin-5-one (0.3 g), aminoguanidine hydrochloride (0.14 g), concentrated hydrochloric acid (0.27 ml), water (0.27 ml) and ethanol (30 ml) was refluxed for 6 hours. Under reduced pressure, the solvent was evaporated, and to the residue was added water. The mixture was washed with ethyl acetate, and to the mixture was added sodium hydrogen carbonate solution. The mixture was extracted with ethyl acetate, and the organic layer was wa...